Dataset: the Open Reaction Database (ORD), a public repository of structured organic reaction records. Task: describe an organic reaction: reactants, conditions, products, and yield The reactants are ClC1=CC=C(OC2=CC=C(C=C2)CC(=S)O)C=C1 (p-(p-chlorophenoxy)-phenylthio-acetic acid), S(=O)(Cl)Cl (thionyl chloride). The solvent is C1=CC=CC=C1 (benzene). Yields the product ClC1=CC=C(OC2=CC=C(C=C2)CC(=S)Cl)C=C1 (p-(p-Chlorophenoxy)-phenylthio-acetyl chloride). As a reaction SMILES: [Cl:1][C:2]1[CH:18]=[CH:17][C:5]([O:6][C:7]2[CH:12]=[CH:11][C:10]([CH2:13][C:14](O)=[S:15])=[CH:9][CH:8]=2)=[CH:4][CH:3]=1.S(Cl)([Cl:21])=O>C1C=CC=CC=1>[Cl:1][C:2]1[CH:18]=[CH:17][C:5]([O:6][C:7]2[CH:12]=[CH:11][C:10]([CH2:13][C:14]([Cl:21])=[S:15])=[CH:9][CH:8]=2)=[CH:4][CH:3]=1. Procedure: A mixture of 17.5 g (0.0595 mol) of p-(p-chlorophenoxy)-phenylthio-acetic acid (Code No. CRL 40,271) and of 21.6 ml (0.3000 mol) of thionyl chloride is heated under reflux for 30 minutes. After having taken up the reaction mixture in benzene, filtered the solution in the presence of charcoal and evaporated the solvent, 18.5 g of a limpid orange-yellow oil are obtained. The reactants are Cl.COC=1C=C(C=CC1)C1(OC(CN(C1)C)(C)C)C (6-(3-Methoxyphenyl)-2,2,4,6-tetramethylmorpholine hydrochloride), Br (hydrobromic acid). Solvent: O (water), [OH-].[NH4+] (ammonium hydroxide). Yields the product OC=1C=C(C=CC1)C1(CN(CC(O1)(C)C)C)C (2-(3-Hydroxyphenyl)-2,4,6,6-tetramethylmorpholine). RXN SMILES: Cl.C[O:3][C:4]1[CH:5]=[C:6]([C:10]2([CH3:19])[CH2:15][N:14]([CH3:16])[CH2:13][C:12]([CH3:18])([CH3:17])[O:11]2)[CH:7]=[CH:8][CH:9]=1.Br>O.[OH-].[NH4+]>[OH:3][C:4]1[CH:5]=[C:6]([C:10]2([CH3:19])[O:11][C:12]([CH3:17])([CH3:18])[CH2:13][N:14]([CH3:16])[CH2:15]2)[CH:7]=[CH:8][CH:9]=1 |f:0.1,4.5|. Reported procedure: 6-(3-Methoxyphenyl)-2,2,4,6-tetramethylmorpholine hydrochloride (1.4 g) was heated under reflux with concentrated hydrobromic acid (20 ml) under nitrogen for 3 h. The dark solution was reduced to small volume under reduced pressure, diluted with water and neutralised with ammonium hydroxide. The product was extracted into dichloromethane, dried over magnesium sulphate and evaporated to an oil which crystallised from toluene. The title base was converted to its hydrobromide salt by treatment in i...